This data is from the Open Reaction Database (ORD), a public repository of structured organic reaction records. The task is: describe an organic reaction: reactants, conditions, products, and yield Starting materials: FC(C(=O)O)(F)F.CN[C@@H](C(C)C)C(=O)N[C@@H](C(C)C)C(=O)N(C)[C@H]([C@@H](CC(=O)N1[C@@H](CCC1)[C@@H]([C@H](C(N[C@@H](CC1=CC=CC=C1)C=1OC(=NN1)C1=CC=CC=C1)=O)C)OC)OC)[C@H](CC)C (N-methyl-L-valyl-N-[(3R,4S,5S)-3-methoxy-1-{(2S)-2-[(1R,2R)-1-methoxy-2-methyl-3-oxo-3-{[(1S)-2-phenyl-1-(5-phenyl-1,3,4-oxadiazol-2-yl)ethyl]-amino}propyl]pyrrolidin-1-yl}-5-methyl-1-oxoheptan-4-yl]-N-methyl-L-valinamide trifluoroacetic acid salt), FC(C(=O)O)(F)F.CN[C@@H](C(C)C)C(=O)N[C@@H](C(C)C)C(=O)N(C)[C@H]([C@@H](CC(=O)N1[C@@H](CCC1)[C@@H]([C@H](C(N[C@@H](CC1=CC=CC=C1)C=1OC(=NN1)C1=CC=CC=C1)=O)C)OC)OC)[C@H](CC)C (N-methyl-L-valyl-N-[(3R,4S,5S)-3-methoxy-1-{(2S)-2-[(1R,2R)-1-methoxy-2-methyl-3-oxo-3-{[(1S)-2-phenyl-1-(5-phenyl-1,3,4-oxadiazol-2-yl)ethyl]-amino}propyl]pyrrolidin-1-yl}-5-methyl-1-oxoheptan-4-yl]-N-methyl-L-valinamide trifluoroacetic acid salt), O1CCOCC1 (dioxane), aqueous solution, O=CCCC(=O)O (4-oxobutanoic acid), C(#N)[BH3-].[Na+] (sodium cyanoborohydride). The solvent is O1CCOCC1.O (dioxane water). Yields the product C(=O)(O)CCCN([C@@H](C(C)C)C(=O)N[C@@H](C(C)C)C(=O)N(C)[C@H]([C@@H](CC(=O)N1[C@@H](CCC1)[C@@H]([C@H](C(N[C@@H](CC1=CC=CC=C1)C=1OC(=NN1)C1=CC=CC=C1)=O)C)OC)OC)[C@H](CC)C)C (N-(3-Carboxypropyl)-N-methyl-L-valyl-N-[(3R,4S,5S)-3-methoxy-1-{(2S)-2-[(1R,2R)-1-methoxy-2-methyl-3-oxo-3-{[(1S)-2-phenyl-1-(5-phenyl-1,3,4-oxadiazol-2-yl)ethyl]amino}propyl]pyrrolidin-1-yl}-5-methyl-1-oxoheptan-4-yl]-N-methyl-L-valinamide). As a reaction SMILES: FC(F)(F)C(O)=O.[CH3:8][NH:9][C@H:10]([C:14]([NH:16][C@H:17]([C:21]([N:23]([C@@H:25]([C@@H:64]([CH3:67])[CH2:65][CH3:66])[C@H:26]([O:62][CH3:63])[CH2:27][C:28]([N:30]1[CH2:34][CH2:33][CH2:32][C@H:31]1[C@H:35]([O:60][CH3:61])[C@@H:36]([CH3:59])[C:37](=[O:58])[NH:38][C@H:39]([C:47]1[O:48][C:49]([C:52]2[CH:57]=[CH:56][CH:55]=[CH:54][CH:53]=2)=[N:50][N:51]=1)[CH2:40][C:41]1[CH:46]=[CH:45][CH:44]=[CH:43][CH:42]=1)=[O:29])[CH3:24])=[O:22])[CH:18]([CH3:20])[CH3:19])=[O:15])[CH:11]([CH3:13])[CH3:12].O=[CH:69][CH2:70][CH2:71][C:72]([OH:74])=[O:73].C([BH3-])#N.[Na+].O1CCOCC1>O1CCOCC1.O>[C:72]([CH2:71][CH2:70][CH2:69][N:9]([CH3:8])[C@H:10]([C:14]([NH:16][C@H:17]([C:21]([N:23]([C@@H:25]([C@@H:64]([CH3:67])[CH2:65][CH3:66])[C@H:26]([O:62][CH3:63])[CH2:27][C:28]([N:30]1[CH2:34][CH2:33][CH2:32][C@H:31]1[C@H:35]([O:60][CH3:61])[C@@H:36]([CH3:59])[C:37](=[O:58])[NH:38][C@H:39]([C:47]1[O:48][C:49]([C:52]2[CH:53]=[CH:54][CH:55]=[CH:56][CH:57]=2)=[N:50][N:51]=1)[CH2:40][C:41]1[CH:42]=[CH:43][CH:44]=[CH:45][CH:46]=1)=[O:29])[CH3:24])=[O:22])[CH:18]([CH3:20])[CH3:19])=[O:15])[CH:11]([CH3:12])[CH3:13])([OH:74])=[O:73] |f:0.1,3.4,6.7|. Procedure: 22.4 mg (24 μmol) N-methyl-L-valyl-N-[(3R,4S,5S)-3-methoxy-1-{(2S)-2-[(1R,2R)-1-methoxy-2-methyl-3-oxo-3-{[(1S)-2-phenyl-1-(5-phenyl-1,3,4-oxadiazol-2-yl)ethyl]-amino}propyl]pyrrolidin-1-yl}-5-methyl-1-oxoheptan-4-yl]-N-methyl-L-valinamide trifluoroacetic acid salt (intermediate 21) was dissolved in 1.4 mL dioxane/water (1:1) and reacted with a 15% aqueous solution of 4-oxobutanoic acid in the presence of sodium cyanoborohydride by analogy with the synthesis according to Example 1. After lyophil... The reactants are ice water, [H-].[Na+] (Sodium hydride), C(C1=CC=CC=C1)N1N=CC(=C1C1=CC=CC=C1)C=O (1-benzyl-5-phenyl-1H-pyrazole-4-carbaldehyde), C(C)OP(=O)(OCC)CC(=O)OCC (ethyl diethylphosphonoacetate). Run in CN(C=O)C (N,N-dimethylformamide). Conditions: time 2.5 day. Product: C(C1=CC=CC=C1)N1N=CC(=C1C1=CC=CC=C1)/C=C/C(=O)OCC (ethyl(E)-3-(1-benzyl-5-phenyl-1H-pyrazol-4-yl)propenoate). Yield: 71.0%. RXN SMILES: [H-].[Na+].[CH2:3]([N:10]1[C:14]([C:15]2[CH:20]=[CH:19][CH:18]=[CH:17][CH:16]=2)=[C:13]([CH:21]=O)[CH:12]=[N:11]1)[C:4]1[CH:9]=[CH:8][CH:7]=[CH:6][CH:5]=1.C(OP([CH2:31][C:32]([O:34][CH2:35][CH3:36])=[O:33])(OCC)=O)C>CN(C)C=O>[CH2:3]([N:10]1[C:14]([C:15]2[CH:16]=[CH:17][CH:18]=[CH:19][CH:20]=2)=[C:13](/[CH:21]=[CH:31]/[C:32]([O:34][CH2:35][CH3:36])=[O:33])[CH:12]=[N:11]1)[C:4]1[CH:5]=[CH:6][CH:7]=[CH:8][CH:9]=1 |f:0.1|. Procedure details: Sodium hydride (60%, oily, 1.28 g) was added to a mixture of 1-benzyl-5-phenyl-1H-pyrazole-4-carbaldehyde (7.00 g), ethyl diethylphosphonoacetate (6.59 g), and N,N-dimethylformamide (100 ml) at 0° C., and the mixture was stirred at room temperature for 2.5 days. The reaction mixture was poured into ice water, which was extracted with ethyl acetate. The ethyl acetate layer was washed with water and then with saturated aqueous sodium chloride solution, dried (MgSO4), and then concentrated. The res... Reactants: COC(=O)Cc1cn(C)nc1OCc1ccc(OCc2nc(-c3ccccc3)oc2C)nc1, CCO, Cl, [Na+], C1CCOC1, [OH-]. Reaction SMILES: [CH3:1][n:2]1[n:3][c:4]([O:12][CH2:13][c:14]2[cH:15][n:16][c:17]([O:20][CH2:21][c:22]3[n:23][c:24](-[c:28]4[cH:29][cH:30][cH:31][cH:32][cH:33]4)[o:25][c:26]3[CH3:27])[cH:18][cH:19]2)[c:5]([CH2:7][C:8](=[O:9])[O:10][CH3:11])[cH:6]1.[CH3:42][CH2:43][OH:44].[ClH:41].[Na+:35].[O:36]1[CH2:37][CH2:38][CH2:39][CH2:40]1.[OH-:34]>>[CH3:1][n:2]1[n:3][c:4]([O:12][CH2:13][c:14]2[cH:15][n:16][c:17]([O:20][CH2:21][c:22]3[n:23][c:24](-[c:28]4[cH:29][cH:30][cH:31][cH:32][cH:33]4)[o:25][c:26]3[CH3:27])[cH:18][cH:19]2)[c:5]([CH2:7][C:8](=[O:9])[OH:10])[cH:6]1. Yields the product Cc1oc(-c2ccccc2)nc1COc1ccc(COc2nn(C)cc2CC(=O)O)cn1.